From a dataset of the Open Reaction Database (ORD), a public repository of structured organic reaction records. describe an organic reaction: reactants, conditions, products, and yield The reactants are [Br-], C1CCOC1, [Cl-], O=Cc1cc([N+](=O)[O-])ccc1Cl, [Mg+]c1ccc(Cl)cc1, [NH4+]. The product is O=[N+]([O-])c1ccc(Cl)c(C(O)c2ccc(Cl)cc2)c1. RXN SMILES: [Br-:1].[CH2:24]1[O:25][CH2:26][CH2:27][CH2:28]1.[Cl-:22].[Cl:10][c:11]1[c:12]([CH:13]=[O:14])[cH:15][c:16]([N+:19](=[O:20])[O-:21])[cH:17][cH:18]1.[Cl:2][c:3]1[cH:4][cH:5][c:6]([Mg+:9])[cH:7][cH:8]1.[NH4+:23]>>[Cl:2][c:3]1[cH:4][cH:5][c:6]([CH:13]([c:12]2[c:11]([Cl:10])[cH:18][cH:17][c:16]([N+:19](=[O:20])[O-:21])[cH:15]2)[OH:14])[cH:7][cH:8]1.